This data is from the Open Reaction Database (ORD), a public repository of structured organic reaction records. The task is: describe an organic reaction: reactants, conditions, products, and yield The reactants are ClC1=NC2=CC=C(C=C2N=C1Cl)[N+](=O)[O-] (2,3-dichloro-6-nitroquinoxaline), ClC1=NC2=CC(=C(C=C2N=C1Cl)[N+](=O)[O-])[N+](=O)[O-] (2,3-dichloro-6,7-dinitroquinoxaline), [K]SC(S[K])=C(C#N)C#N (di(potassiomercapto)methylenemalononitrile). The product is [N+](=O)([O-])C=1C=C2N=C3C(=NC2=CC1[N+](=O)[O-])SC(S3)=C(C#N)C#N (6,7-Dinitro-1,3-dithiolo-(4,5-b)-quinoxaline-2-ylidene-propanedinitrile). Isolated yield 82.0%. Reaction SMILES: ClC1C(Cl)=NC2C(=CC=C([N+]([O-])=O)C=2)N=1.Cl[C:17]1[C:26](Cl)=[N:25][C:24]2[C:19](=[CH:20][C:21]([N+:31]([O-:33])=[O:32])=[C:22]([N+:28]([O-:30])=[O:29])[CH:23]=2)[N:18]=1.[K][S:35][C:36](=[C:39]([C:42]#[N:43])[C:40]#[N:41])[S:37][K]>>[N+:31]([C:21]1[CH:20]=[C:19]2[C:24](=[CH:23][C:22]=1[N+:28]([O-:30])=[O:29])[N:25]=[C:26]1[S:35][C:36](=[C:39]([C:42]#[N:43])[C:40]#[N:41])[S:37][C:17]1=[N:18]2)([O-:33])=[O:32]. Procedure details: The process of Example 13 is followed except that the 2,3-dichloro-6-nitroquinoxaline is replaced by 1.25 g of 2,3-dichloro-6,7-dinitroquinoxaline and 1.13 g of the di(potassiomercapto)methylenemalononitrile is used. The recovered material is a dark brown powder weighing 1.26 g with a calculated overall yield of 82 percent and has a melting point greater than 300° C.